From a dataset of the Open Reaction Database (ORD), a public repository of structured organic reaction records. describe an organic reaction: reactants, conditions, products, and yield Reactants: C1(CCCCC1)P(C1=C(C=CC=C1)C1=C(C=C(C=C1C(C)C)C(C)C)C(C)C)C1CCCCC1 (dicyclohexyl(2′,4′,6′-triisopropyl-[1,1′-biphenyl]-2-yl)phosphine), ClC=1N=C(C2=C(N1)N(C=C2C2=CC=C(C(=O)NC)C=C2)COCC[Si](C)(C)C)OC2CCC2 (4-(2-chloro-4-cyclobutoxy-7-((2-(trimethylsilyl)ethoxy)methyl)-7H-pyrrolo[2,3-d]pyrimidin-5-yl)-N-methylbenzamide), Cl.ClC1=C(C=NN1C)N (5-chloro-1-methyl-1H-pyrazol-4-amine hydrochloride), C([O-])([O-])=O.[Cs+].[Cs+] (cesium carbonate). Reagents/catalysts: C=1C=CC(=CC1)/C=C/C(=O)/C=C/C2=CC=CC=C2.C=1C=CC(=CC1)/C=C/C(=O)/C=C/C2=CC=CC=C2.C=1C=CC(=CC1)/C=C/C(=O)/C=C/C2=CC=CC=C2.[Pd].[Pd] (tris(dibenzylideneacetone)dipalladium(0)). Solvent: O1CCOCC1 (1,4-dioxane). Reaction conditions: temperature 100 celsius, time 16 hour. Product: ClC1=C(C=NN1C)NC=1N=C(C2=C(N1)N(C=C2C2=CC=C(C(=O)NC)C=C2)COCC[Si](C)(C)C)OC2CCC2 (4-(2-((5-Chloro-1-methyl-1H-pyrazol-4-yl)amino)-4-cyclobutoxy-7-((2-(trimethylsilyl)ethoxy)methyl)-7H-pyrrolo[2,3-d]pyrimidin-5-yl)-N-methylbenzamide). Isolated yield 23.0%. Reaction SMILES: Cl[C:2]1[N:3]=[C:4]([O:29][CH:30]2[CH2:33][CH2:32][CH2:31]2)[C:5]2[C:10]([C:11]3[CH:20]=[CH:19][C:14]([C:15]([NH:17][CH3:18])=[O:16])=[CH:13][CH:12]=3)=[CH:9][N:8]([CH2:21][O:22][CH2:23][CH2:24][Si:25]([CH3:28])([CH3:27])[CH3:26])[C:6]=2[N:7]=1.Cl.[Cl:35][C:36]1[N:40]([CH3:41])[N:39]=[CH:38][C:37]=1[NH2:42].C(=O)([O-])[O-].[Cs+].[Cs+].C1(P(C2CCCCC2)C2C=CC=CC=2C2C(C(C)C)=CC(C(C)C)=CC=2C(C)C)CCCCC1>O1CCOCC1.C1C=CC(/C=C/C(/C=C/C2C=CC=CC=2)=O)=CC=1.C1C=CC(/C=C/C(/C=C/C2C=CC=CC=2)=O)=CC=1.C1C=CC(/C=C/C(/C=C/C2C=CC=CC=2)=O)=CC=1.[Pd].[Pd]>[Cl:35][C:36]1[N:40]([CH3:41])[N:39]=[CH:38][C:37]=1[NH:42][C:2]1[N:3]=[C:4]([O:29][CH:30]2[CH2:31][CH2:32][CH2:33]2)[C:5]2[C:10]([C:11]3[CH:20]=[CH:19][C:14]([C:15]([NH:17][CH3:18])=[O:16])=[CH:13][CH:12]=3)=[CH:9][N:8]([CH2:21][O:22][CH2:23][CH2:24][Si:25]([CH3:27])([CH3:26])[CH3:28])[C:6]=2[N:7]=1 |f:1.2,3.4.5,8.9.10.11.12|. Procedure details: To a degassed mixture of 4-(2-chloro-4-cyclobutoxy-7-((2-(trimethylsilyl)ethoxy)methyl)-7H-pyrrolo[2,3-d]pyrimidin-5-yl)-N-methylbenzamide (1 equiv), 5-chloro-1-methyl-1H-pyrazol-4-amine hydrochloride (1 equiv) and cesium carbonate (5 equiv) in 1,4-dioxane (0.09 M) was added tris(dibenzylideneacetone)dipalladium(0) (0.1 equiv) and (dicyclohexyl(2′,4′,6′-triisopropyl-[1,1′-biphenyl]-2-yl)phosphine) (0.2 equiv). The reaction was stirred at 100° C. for 16 h. The reaction mixture was cooled to room ...